This data is from the Open Reaction Database (ORD), a public repository of structured organic reaction records. The task is: describe an organic reaction: reactants, conditions, products, and yield Starting materials: CC=1C=C(SC1C)CCN (2-(4,5-Dimethyl-thiophen-2-yl)-ethylamine), C(C)(=O)OC(C)=O (acetic anhydride). Yields the product CC=1C=C(SC1C)CCNC(C)=O (N-[2-(4,5-Dimethyl-thiophen-2-yl)-ethyl]-acetamide). Yield: 79.0%. As a reaction SMILES: [CH3:1][C:2]1[CH:3]=[C:4]([CH2:8][CH2:9][NH2:10])[S:5][C:6]=1[CH3:7].[C:11](OC(=O)C)(=[O:13])[CH3:12]>>[CH3:1][C:2]1[CH:3]=[C:4]([CH2:8][CH2:9][NH:10][C:11](=[O:13])[CH3:12])[S:5][C:6]=1[CH3:7]. Procedure details: In close analogy to the procedure described above, 2-(4,5-Dimethyl-thiophen-2-yl)-ethylamine is reacted with acetic anhydride to provide the title compound. Starting materials: FC=1C=C(C=CC1)N1CNC(C2=C1N=CC=C2)=O (1-(m-fluorophenyl)-4-oxo-1,2,3,4-tetrahydropyrido[2,3-d]pyrimidine), CN(C=O)C (dimethylformamide), [H-].[Na+] (sodium hydride), C(C)I (ethyl iodide). The solvent is O (water). Run at time 1 hour. Product: FC=1C=C(C=CC1)N1CN(C(C2=C1N=CC=C2)=O)CC (1-(m-fluorophenyl)-3-ethyl-4-oxo-1,2,3,4-tetrahydropyrido[2,3-d]pyrimidine). Isolated yield 82.2%. RXN SMILES: [F:1][C:2]1[CH:3]=[C:4]([N:8]2[C:13]3[N:14]=[CH:15][CH:16]=[CH:17][C:12]=3[C:11](=[O:18])[NH:10][CH2:9]2)[CH:5]=[CH:6][CH:7]=1.CN(C)C=O.[H-].[Na+].[CH2:26](I)[CH3:27]>O>[F:1][C:2]1[CH:3]=[C:4]([N:8]2[C:13]3[N:14]=[CH:15][CH:16]=[CH:17][C:12]=3[C:11](=[O:18])[N:10]([CH2:26][CH3:27])[CH2:9]2)[CH:5]=[CH:6][CH:7]=1 |f:2.3|. Reported procedure: To a solution of 2.4 g of 1-(m-fluorophenyl)-4-oxo-1,2,3,4-tetrahydropyrido[2,3-d]pyrimidine and 40 ml of dimethylformamide was added 0.6 g of 50% sodium hydride and the mixture was stirred for one hour at room temperature. To this was further added 4.6 g of ethyl iodide and the resulting mixture was stirred at 60° C for 1.5 hours. After the reaction was finished, the solvent was distilled off from the mixture to leave a residue, to which was added water to precipitate a crude product. Recrystal... The reactants are COc1cc(N2CCN(C(=O)CCl)CC2)c(F)cc1Cl, O=c1[nH]c2ccc(Cl)cc2o1, [K+], [K+], O=C([O-])[O-], CN(C)C=O. Yields the product COc1cc(N2CCN(C(=O)Cn3c(=O)oc4cc(Cl)ccc43)CC2)c(F)cc1Cl. Reaction SMILES: [Cl:1][CH2:2][C:3](=[O:4])[N:5]1[CH2:6][CH2:7][N:8]([c:11]2[c:12]([F:20])[cH:13][c:14]([Cl:19])[c:15]([O:17][CH3:18])[cH:16]2)[CH2:9][CH2:10]1.[Cl:21][c:22]1[cH:23][c:24]2[c:25]([nH:26][c:27](=[O:29])[o:28]2)[cH:30][cH:31]1.[K+:32].[K+:33].[O-:34][C:35]([O-:36])=[O:37].[O:38]=[CH:39][N:40]([CH3:41])[CH3:42]>>[CH2:2]([C:3](=[O:4])[N:5]1[CH2:6][CH2:7][N:8]([c:11]2[c:12]([F:20])[cH:13][c:14]([Cl:19])[c:15]([O:17][CH3:18])[cH:16]2)[CH2:9][CH2:10]1)[n:26]1[c:25]2[c:24]([cH:23][c:22]([Cl:21])[cH:31][cH:30]2)[o:28][c:27]1=[O:29]. Reactants: [OH-].[K+] (Potassium hydroxide), FC(C1=NN=C2N1N=C(CC2)N2CCC(CC2)=O)(F)F (1-[3-(trifluoromethyl)-7,8-dihydro-[1,2,4]triazolo[4,3-b]pyridazin-6-yl]piperidin-4-one), N1C=CC2=CC=CC=C12 (1H-indole). Solvent: CO (MeOH). Reaction conditions: temperature 65 celsius, time 20 hour. Product: N1C=C(C2=CC=CC=C12)C1=CCN(CC1)C=1CCC=2N(N1)C(=NN2)C(F)(F)F (6-[4-(1H-indol-3-yl)-5,6-dihydropyridin-1(2H)-yl]-3-(trifluoromethyl)-7,8-dihydro-[1,2,4]triazolo[4,3-b]pyridazine). Isolated yield 39.6%. Reaction SMILES: [OH-].[K+].[F:3][C:4]([F:22])([F:21])[C:5]1[N:9]2[N:10]=[C:11]([N:14]3[CH2:19][CH2:18][C:17](=O)[CH2:16][CH2:15]3)[CH2:12][CH2:13][C:8]2=[N:7][N:6]=1.[NH:23]1[C:31]2[C:26](=[CH:27][CH:28]=[CH:29][CH:30]=2)[CH:25]=[CH:24]1>CO>[NH:23]1[C:31]2[C:26](=[CH:27][CH:28]=[CH:29][CH:30]=2)[C:25]([C:17]2[CH2:18][CH2:19][N:14]([C:11]3[CH2:12][CH2:13][C:8]4[N:9]([C:5]([C:4]([F:22])([F:21])[F:3])=[N:6][N:7]=4)[N:10]=3)[CH2:15][CH:16]=2)=[CH:24]1 |f:0.1|. Procedure: Potassium hydroxide (156 mg, 2.79 mmol) was added to 1-[3-(trifluoromethyl)-7,8-dihydro-[1,2,4]triazolo[4,3-b]pyridazin-6-yl]piperidin-4-one (200 mg, 0.70 mmol) and 1H-indole (90 mg, 0.77 mmol) in MeOH (3 mL). The resulting mixture was stirred at 65° C. for 20 hours. The reaction mixture was evaporated to dryness then quenched with saturated aqueous ammonium chloride (0.5 mL), diluted with water (50 mL) and extracted with ethyl acetate (2×50 mL). The combined organic layers were washed with satu... Starting materials: COc1ccc(S(=O)(=O)NC(=O)C2=C(C)N(C(=O)OC(C)(C)C)c3ccnn3C2c2ccc(Cl)c(Cl)c2)cc1, CI, [K+], [K+], O=C([O-])[O-], CN(C)C=O. Product: COc1ccc(S(=O)(=O)N(C)C(=O)C2=C(C)N(C(=O)OC(C)(C)C)c3ccnn3C2c2ccc(Cl)c(Cl)c2)cc1. RXN SMILES: [Cl:1][c:2]1[cH:3][c:4]([CH:9]2[C:10]([C:26]([NH:27][S:28](=[O:29])(=[O:30])[c:31]3[cH:32][cH:33][c:34]([O:37][CH3:38])[cH:35][cH:36]3)=[O:39])=[C:11]([CH3:25])[N:12]([C:18](=[O:19])[O:20][C:21]([CH3:22])([CH3:23])[CH3:24])[c:13]3[n:14]2[n:15][cH:16][cH:17]3)[cH:5][cH:6][c:7]1[Cl:8].[I:40][CH3:41].[K+:42].[K+:43].[O-:44][C:45]([O-:46])=[O:47].[O:48]=[CH:49][N:50]([CH3:51])[CH3:52]>>[Cl:1][c:2]1[cH:3][c:4]([CH:9]2[C:10]([C:26]([N:27]([S:28](=[O:29])(=[O:30])[c:31]3[cH:32][cH:33][c:34]([O:37][CH3:38])[cH:35][cH:36]3)[CH3:45])=[O:39])=[C:11]([CH3:25])[N:12]([C:18](=[O:19])[O:20][C:21]([CH3:22])([CH3:23])[CH3:24])[c:13]3[n:14]2[n:15][cH:16][cH:17]3)[cH:5][cH:6][c:7]1[Cl:8]. The reactants are N1(CCCCC1)CC=1C=C(OC\C=C/CN)C=CC1 (4-[3-(piperidinomethyl)-phenoxy]-cis-2-butenylamine), C=1C=CC2=C(C1)N=NN2O (HOBt), C1CCC(CC1)N=C=NC2CCCCC2 (DCC), C(C)OC(=O)NCCS(=O)CC(=O)O (2-[2-(ethoxycarbonylamino)ethylsulfinyl]acetic acid). Solvent: CN(C=O)C.ClCCl (dimethylformamide dichloromethane). Conditions: time 30 minute. Yields the product N1(CCCCC1)CC=1C=C(OC\C=C/CNC(CS(=O)CCNC(=O)OCC)=O)C=CC1 (N-[4-[3-(piperidinomethyl)phenoxy]-cis-2-butenyl]-2-[2-(ethoxycarbonylamino)ethylsulfinyl]acetamide). Yield: 37.7%. Reaction SMILES: [CH2:1]([O:3][C:4]([NH:6][CH2:7][CH2:8][S:9]([CH2:11][C:12]([OH:14])=O)=[O:10])=[O:5])[CH3:2].C1C=CC2N(O)N=NC=2C=1.C1CCC(N=C=NC2CCCCC2)CC1.[N:40]1([CH2:46][C:47]2[CH:48]=[C:49]([CH:56]=[CH:57][CH:58]=2)[O:50][CH2:51]/[CH:52]=[CH:53]\[CH2:54][NH2:55])[CH2:45][CH2:44][CH2:43][CH2:42][CH2:41]1>CN(C)C=O.ClCCl>[N:40]1([CH2:46][C:47]2[CH:48]=[C:49]([CH:56]=[CH:57][CH:58]=2)[O:50][CH2:51]/[CH:52]=[CH:53]\[CH2:54][NH:55][C:12](=[O:14])[CH2:11][S:9]([CH2:8][CH2:7][NH:6][C:4]([O:3][CH2:1][CH3:2])=[O:5])=[O:10])[CH2:45][CH2:44][CH2:43][CH2:42][CH2:41]1 |f:4.5|. Procedure: There was dissolved 1.64 g (0.0074 mol) of 2-[2-(ethoxycarbonylamino)ethylsulfinyl]acetic acid in 80 ml of 50% dimethylformamide-dichloromethane and added 1.13 g (0.0074 mol) of HOBt and 1.52 g (0.0074 mol) of DCC under cooling with ice, and the mixture was stirred for 30 minutes under cooling with ice. Thereto was added 1.91 g (0.0074 mol) of 4-[3-(piperidinomethyl)-phenoxy]-cis-2-butenylamine and the mixture was stirred for 18 hours at room temperature. The obtained precipitate was filtrated o... Reactants: Cl.NCC1=NNC(C2=CC=CC=C12)=O (4-aminomethyl-2H-phthalazin-1-one hydrochloride), O1N=C(C=C1)C(=O)Cl (isoxazol-3-carbonyl chloride). Yields the product O=C1NN=C(C2=CC=CC=C12)CNC(=O)C1=NOC=C1 (Isoxazol-3-carboxylic acid (4-oxo-3,4-dihydrophthalazin-1-ylmethyl)amide). Reaction SMILES: Cl.[NH2:2][CH2:3][C:4]1[C:13]2[C:8](=[CH:9][CH:10]=[CH:11][CH:12]=2)[C:7](=[O:14])[NH:6][N:5]=1.[O:15]1[CH:19]=[CH:18][C:17]([C:20](Cl)=[O:21])=[N:16]1>>[O:14]=[C:7]1[C:8]2[C:13](=[CH:12][CH:11]=[CH:10][CH:9]=2)[C:4]([CH2:3][NH:2][C:20]([C:17]2[CH:18]=[CH:19][O:15][N:16]=2)=[O:21])=[N:5][NH:6]1 |f:0.1|. Reported procedure: The title compound was prepared from 4-aminomethyl-2H-phthalazine-1-one hydrochloride (Geterotsikl, Soedin, 1972, (9), 15) and isoxazol-3-carbonyl chloride using the procedure described in Example 1, Part a. 1H NMR (360 MHz, d6-DMSO) δ 4.80 (d, J=6 Hz, 2H), 6.93 (s, 1H), 7.87 (t, J=7 Hz, 1H), 7.95 (t, J=7 Hz, 1H), 8.1 (d, J=7 Hz, 1H), 8.28 (dd, J=2 Hz, 7 Hz, 1H), 9.08 (s, 1H), 9.09 (t, J=2 Hz, 1H), 12.62 (s, 1H). Reactants: N(=NC(C#N)(C)C)C(C#N)(C)C (α,α'-azo-bis-isobutyronitrile), ClC1=CC=C2C(=CC=NC2=C1)NC=1C(C(=O)OCC=C)=CC=CC1 (allyl 7-chloro-4-quinolyl-anthranilate), CP(C)=O (dimethylphosphine oxide), CP(C)=O (dimethylphosphine oxide), allyl. Solvent: C1(=CC=CC=C1)C (toluene), C1(=CC=CC=C1)C (toluene). The product is ClC1=CC=C2C(=CC=NC2=C1)NC=1C(C(=O)OCCCP(=O)(C)C)=CC=CC1 (3-(dimethylphosphinyl)-propyl N-(7-chloro-4-quinolyl)-anthranilate). RXN SMILES: [Cl:1][C:2]1[CH:11]=[C:10]2[C:5]([C:6]([NH:12][C:13]3[C:14](=[CH:21][CH:22]=[CH:23][CH:24]=3)[C:15]([O:17][CH2:18][CH:19]=[CH2:20])=[O:16])=[CH:7][CH:8]=[N:9]2)=[CH:4][CH:3]=1.[CH3:25][PH:26](=[O:28])[CH3:27].N(C(C)(C)C#N)=NC(C)(C)C#N>C1(C)C=CC=CC=1>[Cl:1][C:2]1[CH:11]=[C:10]2[C:5]([C:6]([NH:12][C:13]3[C:14](=[CH:21][CH:22]=[CH:23][CH:24]=3)[C:15]([O:17][CH2:18][CH2:19][CH2:20][P:26]([CH3:27])([CH3:25])=[O:28])=[O:16])=[CH:7][CH:8]=[N:9]2)=[CH:4][CH:3]=1. Procedure details: A mixture of 3.37 grams (0.01 mol) of allyl 7-chloro-4-quinolyl-anthranilate (melting point 112° C) dissolved in 60 ml of toluene and 1.17 grams (0.015 mol) of dimethylphosphine oxide is heated to 100° C. 30 mg of α,α'-azo-bis-isobutyronitrile in 10 ml of toluene are then added dropwise to catalyse the addition of the dimethylphosphine oxide to the allyl double bond. From the cooled solution, 3-(dimethylphosphinyl)-propyl N-(7-chloro-4-quinolyl)-anthranilate is isolated; melting point 162° C (af... The product is CN1CCN(c2nc(Cl)nc3c2oc2ccc(Cl)cc23)CC1. RXN SMILES: [CH3:23][N:24]1[CH2:25][CH2:26][NH:27][CH2:28][CH2:29]1.[CH3:30][CH2:31][OH:32].[Cl:1][c:2]1[n:3][c:4]([Cl:16])[c:5]2[c:6]([n:7]1)[c:8]1[c:9]([o:10]2)[cH:11][cH:12][c:13]([Cl:15])[cH:14]1.[K+:17].[K+:18].[Na+:34].[O-:19][C:20]([O-:21])=[O:22].[OH-:33]>>[Cl:1][c:2]1[n:3][c:4]([N:27]2[CH2:26][CH2:25][N:24]([CH3:23])[CH2:29][CH2:28]2)[c:5]2[c:6]([n:7]1)[c:8]1[c:9]([o:10]2)[cH:11][cH:12][c:13]([Cl:15])[cH:14]1. The reactants are CN1CCNCC1, CCO, Clc1ccc2oc3c(Cl)nc(Cl)nc3c2c1, [K+], [K+], [Na+], O=C([O-])[O-], [OH-]. Reactants: ClC1=C(C(=NN1C1=CC=CC=C1)C1=CC=CC=C1)CO.O (water 5-chloro-4-hydroxymethyl-1,3-diphenyl-pyrazole), ClC1=C(C(=NN1C1=CC=CC=C1)C1=CC=CC=C1)C=O (5-chloro-1,3-diphenyl-pyrazole -4-carboxaldehyde), [BH4-].[Na+] (sodium borohydride). Procedure details: To a solution of 21 g of 5-chloro-1,3-diphenyl-pyrazole -4-carboxaldehyde in 80 ml of dioxan there is added dropwise at 23° to 27° a solution of 1.11 g of sodium borohydride in 35 ml of water. The resulting suspension is stirred for a further 30 minutes and on the addition of 200 ml of water 5-chloro-4-hydroxymethyl-1,3-diphenyl-pyrazole is precipitated with a 99 % yield; F 140.5°-141.5° (from toluene). Solvent: O1CCOCC1 (dioxan), O (water). Yield: 99.0%. Reaction SMILES: [Cl:1][C:2]1[N:6]([C:7]2[CH:12]=[CH:11][CH:10]=[CH:9][CH:8]=2)[N:5]=[C:4]([C:13]2[CH:18]=[CH:17][CH:16]=[CH:15][CH:14]=2)[C:3]=1[CH:19]=[O:20].[BH4-].[Na+].ClC1N(C2C=CC=CC=2)N=C(C2C=CC=CC=2)C=1CO.O>O1CCOCC1.O>[Cl:1][C:2]1[N:6]([C:7]2[CH:8]=[CH:9][CH:10]=[CH:11][CH:12]=2)[N:5]=[C:4]([C:13]2[CH:14]=[CH:15][CH:16]=[CH:17][CH:18]=2)[C:3]=1[CH2:19][OH:20] |f:1.2,3.4|. The product is ClC1=C(C(=NN1C1=CC=CC=C1)C1=CC=CC=C1)CO (5-Chloro-4-hydroxymethyl-1,3-diphenyl-pyrazole).